Dataset: the Open Reaction Database (ORD), a public repository of structured organic reaction records. Task: describe an organic reaction: reactants, conditions, products, and yield Reactants: O=Cc1cc2c(cc1Br)OCO2, Nc1cccc(-c2c(Cc3ccccc3)cnc3c(C(F)(F)F)cccc23)c1. Product: FC(F)(F)c1cccc2c(-c3cccc(NCc4cc5c(cc4Br)OCO5)c3)c(Cc3ccccc3)cnc12. As a reaction SMILES: [Br:29][c:30]1[c:31]([CH:39]=[O:40])[cH:32][c:33]2[c:34]([cH:38]1)[O:35][CH2:36][O:37]2.[CH2:1]([c:2]1[cH:3][cH:4][cH:5][cH:6][cH:7]1)[c:8]1[cH:9][n:10][c:11]2[c:12]([C:25]([F:26])([F:27])[F:28])[cH:13][cH:14][cH:15][c:16]2[c:17]1-[c:18]1[cH:19][c:20]([NH2:24])[cH:21][cH:22][cH:23]1>>[CH2:1]([c:2]1[cH:3][cH:4][cH:5][cH:6][cH:7]1)[c:8]1[cH:9][n:10][c:11]2[c:12]([C:25]([F:26])([F:27])[F:28])[cH:13][cH:14][cH:15][c:16]2[c:17]1-[c:18]1[cH:19][c:20]([NH:24][CH2:39][c:31]2[c:30]([Br:29])[cH:38][c:34]3[c:33]([cH:32]2)[O:37][CH2:36][O:35]3)[cH:21][cH:22][cH:23]1.